Dataset: the Open Reaction Database (ORD), a public repository of structured organic reaction records. Task: describe an organic reaction: reactants, conditions, products, and yield The reactants are COc1ccc(S)cc1, Clc1cccc(Cl)n1, [H-], [Na+], CN(C)C=O. Product: COc1ccc(Sc2cccc(Cl)n2)cc1. As a reaction SMILES: [CH3:1][O:2][c:3]1[cH:4][cH:5][c:6]([SH:9])[cH:7][cH:8]1.[Cl:12][c:13]1[n:14][c:15]([Cl:19])[cH:16][cH:17][cH:18]1.[H-:11].[Na+:10].[O:20]=[CH:21][N:22]([CH3:23])[CH3:24]>>[CH3:1][O:2][c:3]1[cH:4][cH:5][c:6]([S:9][c:15]2[n:14][c:13]([Cl:12])[cH:18][cH:17][cH:16]2)[cH:7][cH:8]1. Starting materials: Cl.Cl.N1(CCCCC1)CC1NCCCC1 (2-(piperidinomethyl)piperidine dihydrochloride), ClC=1C=C2C(CC(C2=CC1Cl)C(=O)Cl)=O (5,6-dichloro-3-oxoindan-1-carbonyl chloride), [OH-].[Na+] (sodium hydroxide). Yields the product Cl.ClC=1C=C2C(CC(C2=CC1Cl)C(=O)N1C(CCCC1)CN1CCCCC1)=O (1-(5.6-dichloro-3-oxoindan-1-carbonyl)-2-(piperidinomethyl)piperidine hydrochloride). The yield is 52.0%. As a reaction SMILES: Cl.Cl.[N:3]1([CH2:9][CH:10]2[CH2:15][CH2:14][CH2:13][CH2:12][NH:11]2)[CH2:8][CH2:7][CH2:6][CH2:5][CH2:4]1.[Cl:16][C:17]1[CH:18]=[C:19]2[C:23](=[CH:24][C:25]=1[Cl:26])[CH:22]([C:27](Cl)=[O:28])[CH2:21][C:20]2=[O:30].[OH-].[Na+]>>[ClH:16].[Cl:16][C:17]1[CH:18]=[C:19]2[C:23](=[CH:24][C:25]=1[Cl:26])[CH:22]([C:27]([N:11]1[CH2:12][CH2:13][CH2:14][CH2:15][CH:10]1[CH2:9][N:3]1[CH2:8][CH2:7][CH2:6][CH2:5][CH2:4]1)=[O:28])[CH2:21][C:20]2=[O:30] |f:0.1.2,4.5,6.7|. Reported procedure: From 1.5 g of 2-(piperidinomethyl)piperidine dihydrochloride, 2.5 g of 5,6-dichloro-3-oxoindan-1-carbonyl chloride and 45 ml of 1N aqueous sodium hydroxide solution. 1.1 g of the title compound was obtained, melting at 240°-245° C. (dec), using a procedure similar to that in Example 1. Starting materials: CC(=O)O, [Na], O=[W](=O)([O-])[O-], O, OO, CC(Sc1cccc[n+]1[O-])c1ccccc1. Product: CC(c1ccccc1)S(=O)c1cccc[n+]1[O-]. Reaction SMILES: [CH3:17][C:18]([OH:19])=[O:20].[Na:23].[O-:24][W:25](=[O:26])(=[O:27])[O-:28].[OH2:29].[OH:21][OH:22].[c:1]1([CH:7]([CH3:8])[S:9][c:10]2[n+:11]([O-:16])[cH:12][cH:13][cH:14][cH:15]2)[cH:2][cH:3][cH:4][cH:5][cH:6]1>>[c:1]1([CH:7]([CH3:8])[S:9]([c:10]2[n+:11]([O-:16])[cH:12][cH:13][cH:14][cH:15]2)=[O:19])[cH:2][cH:3][cH:4][cH:5][cH:6]1. As a reaction SMILES: [C:1]([O:14]CC)(=[O:13])[C:2]1[CH:12]=[CH:11][CH:10]=[C:4]([C:5]([O:7][CH2:8][CH3:9])=[O:6])[CH:3]=1.C(O)C.[OH-].[K+]>O>[C:5]([O:7][CH2:8][CH3:9])(=[O:6])[C:4]1[CH:10]=[CH:11][CH:12]=[C:2]([C:1]([OH:14])=[O:13])[CH:3]=1 |f:2.3|. The solvent is O (water). Reported procedure: A solution of 55 g. of this diethyl isophthalate in 140 ml. of ethanol was saponified by the addition of 15 g. of potassium hydroxide in 15 ml. of water. The resulting gel was refluxed 30 minutes, cooled and extracted with ether to remove unreacted diester. The water layer was acidified and the crude acid product precipitated. Ethyl hydrogen isophthalate having a melting point of 131° to 132° C. was obtained in a 16.5 g. yield after recrystallization from benzene. The reactants are C(C1=CC(C(=O)OCC)=CC=C1)(=O)OCC (diethyl isophthalate), C(C)O (ethanol), [OH-].[K+] (potassium hydroxide). Product: C(C1=CC(C(=O)O)=CC=C1)(=O)OCC (Ethyl hydrogen isophthalate). Reactants: CN1CCN(CC#Cc2cc3nccc(Oc4ccc(N)cc4F)c3s2)CC1, CC1(C(=O)O)CCN(c2ccc(F)cc2)C1=O. The product is CN1CCN(CC#Cc2cc3nccc(Oc4ccc(NC(=O)C5(C)CCN(c6ccc(F)cc6)C5=O)cc4F)c3s2)CC1. RXN SMILES: [F:1][c:2]1[cH:3][c:4]([NH2:28])[cH:5][cH:6][c:7]1[O:8][c:9]1[c:10]2[c:11]([n:12][cH:13][cH:14]1)[cH:15][c:16]([C:18]#[C:19][CH2:20][N:21]1[CH2:22][CH2:23][N:24]([CH3:27])[CH2:25][CH2:26]1)[s:17]2.[F:29][c:30]1[cH:31][cH:32][c:33]([N:36]2[C:37](=[O:45])[C:38]([C:41](=[O:42])[OH:43])([CH3:44])[CH2:39][CH2:40]2)[cH:34][cH:35]1>>[F:1][c:2]1[cH:3][c:4]([NH:28][C:41]([C:38]2([CH3:44])[C:37](=[O:45])[N:36]([c:33]3[cH:32][cH:31][c:30]([F:29])[cH:35][cH:34]3)[CH2:40][CH2:39]2)=[O:42])[cH:5][cH:6][c:7]1[O:8][c:9]1[c:10]2[c:11]([n:12][cH:13][cH:14]1)[cH:15][c:16]([C:18]#[C:19][CH2:20][N:21]1[CH2:22][CH2:23][N:24]([CH3:27])[CH2:25][CH2:26]1)[s:17]2. The reactants are CN1CCOCC1, CCOC(=O)Cl, O=C(O)C1CC(=O)N(c2ccc(OCc3cccc(F)c3)cc2)C1, C1CCOC1. The product is NC(=O)C1CC(=O)N(c2ccc(OCc3cccc(F)c3)cc2)C1. As a reaction SMILES: [CH3:25][N:26]1[CH2:27][CH2:28][O:29][CH2:30][CH2:31]1.[Cl:32][C:33]([O:34][CH2:35][CH3:36])=[O:37].[F:1][c:2]1[cH:3][c:4]([CH2:5][O:6][c:7]2[cH:8][cH:9][c:10]([N:13]3[CH2:14][CH:15]([C:19](=[O:20])[OH:21])[CH2:16][C:17]3=[O:18])[cH:11][cH:12]2)[cH:22][cH:23][cH:24]1.[O:38]1[CH2:39][CH2:40][CH2:41][CH2:42]1>>[F:1][c:2]1[cH:3][c:4]([CH2:5][O:6][c:7]2[cH:8][cH:9][c:10]([N:13]3[CH2:14][CH:15]([C:19](=[O:20])[NH2:26])[CH2:16][C:17]3=[O:18])[cH:11][cH:12]2)[cH:22][cH:23][cH:24]1.